Dataset: the Open Reaction Database (ORD), a public repository of structured organic reaction records. Task: describe an organic reaction: reactants, conditions, products, and yield Starting materials: OC=1C=CC2=C(C=C(CCS2(=O)=O)C(=O)OC)C1 (methyl 7-hydroxy-1,1-dioxo-2,3-dihydro-1-benzothiepine-4-carboxylate), C(CC)OCCOC1=C(CO)C=CC=C1 (2-(2-propoxyethoxy)benzyl alcohol), C1(=CC=CC=C1)P(C1=CC=CC=C1)C1=CC=CC=C1 (triphenylphosphine), N(=NC(=O)OCC)C(=O)OCC (diethyl azodicarboxylate), solution. The solvent is C1CCOC1 (THF), C1(=CC=CC=C1)C (toluene). Reaction conditions: time 20 hour. The product is C(CC)OCCOC1=C(COC=2C=CC3=C(C=C(CCS3(=O)=O)C(=O)OC)C2)C=CC=C1 (methyl 7-[[2-(2-propoxyethoxy)benzyl]oxy]-1,1-dioxo-2,3-dihydro-1-benzothiepine-4-carboxylate). Isolated yield 151.5%. As a reaction SMILES: [OH:1][C:2]1[CH:3]=[CH:4][C:5]2[S:11](=[O:13])(=[O:12])[CH2:10][CH2:9][C:8]([C:14]([O:16][CH3:17])=[O:15])=[CH:7][C:6]=2[CH:18]=1.[CH2:19]([O:22][CH2:23][CH2:24][O:25][C:26]1[CH:33]=[CH:32][CH:31]=[CH:30][C:27]=1[CH2:28]O)[CH2:20][CH3:21].C1(P(C2C=CC=CC=2)C2C=CC=CC=2)C=CC=CC=1.N(C(OCC)=O)=NC(OCC)=O>C1COCC1.C1(C)C=CC=CC=1>[CH2:19]([O:22][CH2:23][CH2:24][O:25][C:26]1[CH:33]=[CH:32][CH:31]=[CH:30][C:27]=1[CH2:28][O:1][C:2]1[CH:3]=[CH:4][C:5]2[S:11](=[O:13])(=[O:12])[CH2:10][CH2:9][C:8]([C:14]([O:16][CH3:17])=[O:15])=[CH:7][C:6]=2[CH:18]=1)[CH2:20][CH3:21]. Procedure: Into a solution of methyl 7-hydroxy-1,1-dioxo-2,3-dihydro-1-benzothiepine-4-carboxylate (400 mg), 2-(2-propoxyethoxy)benzyl alcohol (0.63 g) and triphenylphosphine (782 mg) in THF (10 ml) was added at 0° C. diethyl azodicarboxylate (a 40% solution in toluene, 1.36 ml), and the resulting mixture was stirred at room temperature for 20 hours. After concentration under reduced pressure, the residue was subjected to separation and purification using column chromatography (ethyl acetate/hexane 1:2) to... Reactants: CC1=CC=CC2=CC=CC=C12 (1-methylnaphthalene), C(C(=C)C)(=O)Cl (methacryloyl chloride), [Cl-].[Al+3].[Cl-].[Cl-] (aluminium chloride). The solvent is ClCCl (dichloromethane). Yields the product CC1=CC=CC2=CC(=CC=C12)C(C(=C)C)=O (1-methyl-6-methacryloylnaphthalene). Yield: 58.1%. As a reaction SMILES: [CH3:1][C:2]1[C:11]2[C:6](=[CH:7][CH:8]=[CH:9][CH:10]=2)[CH:5]=[CH:4][CH:3]=1.[C:12](Cl)(=[O:16])[C:13]([CH3:15])=[CH2:14].[Cl-].[Al+3].[Cl-].[Cl-]>ClCCl>[CH3:1][C:2]1[C:11]2[C:6](=[CH:7][C:8]([C:12](=[O:16])[C:13]([CH3:15])=[CH2:14])=[CH:9][CH:10]=2)[CH:5]=[CH:4][CH:3]=1 |f:2.3.4.5|. Procedure details: 1-methylnaphthalene (142 mg), methacryloyl chloride (110 mg), and aluminium chloride (160 mg) were reacted in dichloromethane (1.5 mL) at from −30° C. to room temperature for 4 hours. The resultant was treated in the same manner as described in Example 1 to obtain the title compound (122 mg). Starting materials: C(#N)C[C@@H]1CN(CCO[C@H]1C1=CC(=C(C=C1)Cl)Cl)C(=O)OC(C)(C)C (tert-butyl (6R,7R)-6-(cyanomethyl)-7-(3,4-dichlorophenyl)-1,4-oxazepane-4-carboxylate), O (water), C(O)([O-])=O.[Na+] (Sodium hydrogen carbonate), Cl.NO (hydroxylamine monohydrochloride). Solvent: CS(=O)C (DMSO), CS(=O)C (DMSO). Reaction conditions: temperature 80 celsius, time 15 minute. Yields the product NC(C[C@@H]1CN(CCO[C@H]1C1=CC(=C(C=C1)Cl)Cl)C(=O)OC(C)(C)C)=NO (tert-butyl (6R,7R)-6-[2-amino-2-(hydroxyimino)ethyl]-7-(3,4-dichlorophenyl)-1,4-oxazepane-4-carboxylate). The yield is 108.1%. As a reaction SMILES: C(=O)([O-])O.[Na+].Cl.[NH2:7][OH:8].[C:9]([CH2:11][C@H:12]1[C@H:18]([C:19]2[CH:24]=[CH:23][C:22]([Cl:25])=[C:21]([Cl:26])[CH:20]=2)[O:17][CH2:16][CH2:15][N:14]([C:27]([O:29][C:30]([CH3:33])([CH3:32])[CH3:31])=[O:28])[CH2:13]1)#[N:10].O>CS(C)=O>[NH2:10][C:9](=[N:7][OH:8])[CH2:11][C@H:12]1[C@H:18]([C:19]2[CH:24]=[CH:23][C:22]([Cl:25])=[C:21]([Cl:26])[CH:20]=2)[O:17][CH2:16][CH2:15][N:14]([C:27]([O:29][C:30]([CH3:33])([CH3:32])[CH3:31])=[O:28])[CH2:13]1 |f:0.1,2.3|. Reported procedure: Sodium hydrogen carbonate (872 mg, 10.38 mmol) was added to a suspension of hydroxylamine monohydrochloride (721 mg, 10.38 mmol) in DMSO (3 mL), and the mixture was stirred at 80° C. for 15 min. The precipitate was filtered off, and a solution of tert-butyl (6R,7R)-6-(cyanomethyl)-7-(3,4-dichlorophenyl)-1,4-oxazepane-4-carboxylate (500 mg, 1.30 mmol) in DMSO (4 mL) was added to the filtrate. The reaction mixture was stirred at 80° C. overnight. To the reaction mixture was added water, and the mi...